Dataset: the Open Reaction Database (ORD), a public repository of structured organic reaction records. Task: describe an organic reaction: reactants, conditions, products, and yield Starting materials: Cl.NCC1=CC=C(C=C1)N\C(\C1=CC=CC=C1)=C\1/C(NC2=CC=C(C=C12)[N+](=O)[O-])=O ((Z)-3-[1-(4-aminomethyl-phenylamino)-1-phenyl-methylidene]-5-nitro-2-indolinone-hydrochloride), C(CCC)=O (butyraldehyde), C(#N)[BH3-].[Na+] (sodium cyanoborohydride). Run in CO (methanol). Product: C(CCC)NCC1=CC=C(C=C1)N\C(\C1=CC=CC=C1)=C\1/C(NC2=CC=C(C=C12)[N+](=O)[O-])=O ((Z)-3-[1-(4-butylaminomethyl-phenylamino)-1-phenyl-methylidene]-5-nitro-2-indolinone). Reaction SMILES: Cl.[NH2:2][CH2:3][C:4]1[CH:9]=[CH:8][C:7]([NH:10]/[C:11](=[C:18]2\[C:19](=[O:30])[NH:20][C:21]3[C:26]\2=[CH:25][C:24]([N+:27]([O-:29])=[O:28])=[CH:23][CH:22]=3)/[C:12]2[CH:17]=[CH:16][CH:15]=[CH:14][CH:13]=2)=[CH:6][CH:5]=1.[CH:31](=O)[CH2:32][CH2:33][CH3:34].C([BH3-])#N.[Na+]>CO>[CH2:31]([NH:2][CH2:3][C:4]1[CH:5]=[CH:6][C:7]([NH:10]/[C:11](=[C:18]2\[C:19](=[O:30])[NH:20][C:21]3[C:26]\2=[CH:25][C:24]([N+:27]([O-:29])=[O:28])=[CH:23][CH:22]=3)/[C:12]2[CH:13]=[CH:14][CH:15]=[CH:16][CH:17]=2)=[CH:8][CH:9]=1)[CH2:32][CH2:33][CH3:34] |f:0.1,3.4|. Reported procedure: Prepared analogously to Example 159 from (Z)-3-[1-(4-aminomethyl-phenylamino)-1-phenyl-methylidene]-5-nitro-2-indolinone-hydrochloride, butyraldehyde and sodium cyanoborohydride in methanol. Product: BrC=1C=NC=2N(C1)N=C(C2)C(=O)N2CCC1=C3C=CC=NC3=CC=C1C2C ((6-Bromo-pyrazolo[1,5-a]pyrimidin-2-yl)-(4-methyl-1,4-dihydro-2H-[3,7]phenanthrolin-3-yl)-methanone). RXN SMILES: [Br:1][C:2]1[CH:3]=[N:4][C:5]2[N:6]([N:8]=[C:9]([C:11]([OH:13])=O)[CH:10]=2)[CH:7]=1.[CH3:14][CH:15]1[C:28]2[C:19](=[C:20]3[C:25](=[CH:26][CH:27]=2)[N:24]=[CH:23][CH:22]=[CH:21]3)[CH2:18][CH2:17][NH:16]1>>[Br:1][C:2]1[CH:3]=[N:4][C:5]2[N:6]([N:8]=[C:9]([C:11]([N:16]3[CH:15]([CH3:14])[C:28]4[C:19](=[C:20]5[C:25](=[CH:26][CH:27]=4)[N:24]=[CH:23][CH:22]=[CH:21]5)[CH2:18][CH2:17]3)=[O:13])[CH:10]=2)[CH:7]=1. Procedure details: In close analogy to the procedure described in Example 1, 6-bromo-pyrazolo[1,5-a]pyrimidine-2-carboxylic acid is reacted with 4-Methyl-1,2,3,4-tetrahydro-[3,7]phenanthroline to provide the title compound in moderate yield. The reactants are BrC=1C=NC=2N(C1)N=C(C2)C(=O)O (6-bromo-pyrazolo[1,5-a]pyrimidine-2-carboxylic acid), CC1NCCC2=C3C=CC=NC3=CC=C12 (4-Methyl-1,2,3,4-tetrahydro-[3,7]phenanthroline). The product is COC1=CC=C(CN2N=NC3=C2C=CC=C3O)C=C1 (1-(4-methoxybenzyl)-1H-1,2,3-benzotriazol-4-ol). Procedure details: 4-Methoxy-benzylbromide (2.976 g, 14.80 mmol) was added to a stirred suspension of 4-hydroxy-benztriazole (2.0 g, 14.80 mmol) and cesium carbonate (9.645 g, 29.6 mmol) in DMF (30 mL) at room temperature and the reaction mixture was stirred for 1 hour. Aqueous ammonium chloride (30 mL) was then added to quench the reaction and the mixture was then extracted with ethyl acetate (2×100 mL). The organic fractions were combined and concentrated under reduced pressure. The resulting residue was subject... Conditions: time 1 hour. Run in CN(C)C=O (DMF). As a reaction SMILES: [CH3:1][O:2][C:3]1[CH:10]=[CH:9][C:6]([CH2:7]Br)=[CH:5][CH:4]=1.[OH:11][C:12]1[C:20]2[N:19]=[N:18][NH:17][C:16]=2[CH:15]=[CH:14][CH:13]=1.C(=O)([O-])[O-].[Cs+].[Cs+].[Cl-].[NH4+]>CN(C=O)C>[CH3:1][O:2][C:3]1[CH:10]=[CH:9][C:6]([CH2:7][N:17]2[C:16]3[CH:15]=[CH:14][CH:13]=[C:12]([OH:11])[C:20]=3[N:19]=[N:18]2)=[CH:5][CH:4]=1 |f:2.3.4,5.6|. Reactants: [Cl-].[NH4+] (ammonium chloride), COC1=CC=C(CBr)C=C1 (4-Methoxy-benzylbromide), OC1=CC=CC=2NN=NC21 (4-hydroxy-benztriazole), C([O-])([O-])=O.[Cs+].[Cs+] (cesium carbonate). Starting materials: NC1=NC(=NC(=C1C)C)CCCC (4-Amino-2-n-butyl-5,6-dimethylpyrimidine), BrCC1=CC=C(C=C1)C1=C(C=CC=C1)C(=O)OC(C)(C)C (4-bromomethyl-2'-t-butoxycarbonylbiphenyl), [OH-].[Na+] (sodium hydroxide), FC(C(=O)O)(F)F (trifluoroacetic acid), [NH+]1=CN=CC=C1 (pyrimidinium). Run in CN(C)C=O (DMF), CO (methanol). The product is C(CCC)C1N(C(=C(C(N1)=O)C)C)CC1=CC=C(C=C1)C1=C(C=CC=C1)C(=O)O (2-n-Butyl-1-(2'-carboxybiphen-4-yl)methyl-5,6-dimethylpyrimidin-4(3H)-one). RXN SMILES: N[C:2]1[C:7]([CH3:8])=[C:6]([CH3:9])[N:5]=[C:4]([CH2:10][CH2:11][CH2:12][CH3:13])[N:3]=1.Br[CH2:15][C:16]1[CH:21]=[CH:20][C:19]([C:22]2[CH:27]=[CH:26][CH:25]=[CH:24][C:23]=2[C:28]([O:30]C(C)(C)C)=[O:29])=[CH:18][CH:17]=1.[NH+]1C=CC=NC=1.[OH-].[Na+].FC(F)(F)C(O)=[O:46]>CN(C=O)C.CO>[CH2:10]([CH:4]1[NH:3][C:2](=[O:46])[C:7]([CH3:8])=[C:6]([CH3:9])[N:5]1[CH2:15][C:16]1[CH:21]=[CH:20][C:19]([C:22]2[CH:27]=[CH:26][CH:25]=[CH:24][C:23]=2[C:28]([OH:30])=[O:29])=[CH:18][CH:17]=1)[CH2:11][CH2:12][CH3:13] |f:3.4|. Reported procedure: Heating 4-amino-2-n-butyl-5,6-dimethylpyrimidine (from Example 23) with 4-bromomethyl-2'-t-butoxycarbonylbiphenyl in an appropriate solvent such as methanol or DMF, followed by treatment of the intermediate pyrimidinium species with aqueous base such as 0.1N sodium hydroxide as described by Brown, Hoerger, and Mason (J. Chem. Soc., 1955, 4035), followed by treatment with neat trifluoroacetic acid to achieve final deprotection for the carboxyl group, would provide the title compound.